Task: describe an organic reaction: reactants, conditions, products, and yield. Dataset: the Open Reaction Database (ORD), a public repository of structured organic reaction records Reactants: [Li+].CC(C)[N-]C(C)C (LDA), C(C1=CC=CC=C1)OC1=C(C(=O)OC)C(=C(C(=N1)C=1C=C2C(=CN(C2=CC1)C)C#N)CC)OCC1=CC=CC=C1 (methyl 2,4-bis(benzyloxy)-6-(3-cyano-1-methyl-1H-indol-5-yl)-5-ethylnicotinate), ClC(C(Cl)(Cl)Cl)(Cl)Cl (hexachloroethane). Solvent: C1CCOC1 (THF), C1CCOC1 (THF). Product: C(C1=CC=CC=C1)OC1=C(C(=O)OC)C(=C(C(=N1)C=1C=C2C(=C(N(C2=CC1)C)Cl)C#N)CC)OCC1=CC=CC=C1 (methyl 2,4-bis(benzyloxy)-6-(2-chloro-3-cyano-1-methyl-1H-indol-5-yl)-5-ethylnicotinate). The yield is 82.3%. RXN SMILES: [CH2:1]([O:8][C:9]1[N:18]=[C:17]([C:19]2[CH:20]=[C:21]3[C:25](=[CH:26][CH:27]=2)[N:24]([CH3:28])[CH:23]=[C:22]3[C:29]#[N:30])[C:16]([CH2:31][CH3:32])=[C:15]([O:33][CH2:34][C:35]2[CH:40]=[CH:39][CH:38]=[CH:37][CH:36]=2)[C:10]=1[C:11]([O:13][CH3:14])=[O:12])[C:2]1[CH:7]=[CH:6][CH:5]=[CH:4][CH:3]=1.[Li+].CC([N-]C(C)C)C.[Cl:49]C(Cl)(Cl)C(Cl)(Cl)Cl>C1COCC1>[CH2:1]([O:8][C:9]1[N:18]=[C:17]([C:19]2[CH:20]=[C:21]3[C:25](=[CH:26][CH:27]=2)[N:24]([CH3:28])[C:23]([Cl:49])=[C:22]3[C:29]#[N:30])[C:16]([CH2:31][CH3:32])=[C:15]([O:33][CH2:34][C:35]2[CH:36]=[CH:37][CH:38]=[CH:39][CH:40]=2)[C:10]=1[C:11]([O:13][CH3:14])=[O:12])[C:2]1[CH:7]=[CH:6][CH:5]=[CH:4][CH:3]=1 |f:1.2|. Procedure: To a solution of methyl 2,4-bis(benzyloxy)-6-(3-cyano-1-methyl-1H-indol-5-yl)-5-ethylnicotinate (1.80 g, 3.39 mmol), prepared in Example 359 step 2, in THF (24 mL) was added LDA solution (1.5M in cyclohexane, 3.40 mL, 5.10 mmol, 1.5 eq) dropwise at −78° C. The reaction mixture was stirred for 15 min before a solution of hexachloroethane (1.21 g, 5.1 mmol, 1.5 eq) in THF (6 mL) was added dropwise at −78° C. The reaction progress was monitored by LC-MS. Upon completion, the reaction was quenched w... The reactants are O=C([O-])O, CC(=O)Cl, CC(C)(C)C(=O)NN, [Na+], C1CCOC1, O. The product is CC(=O)NNC(=O)C(C)(C)C. RXN SMILES: [C:9](=[O:10])([OH:11])[O-:12].[CH3:14][C:15]([Cl:16])=[O:17].[CH3:1][C:2]([C:3](=[O:4])[NH:5][NH2:6])([CH3:7])[CH3:8].[Na+:13].[O:18]1[CH2:19][CH2:20][CH2:21][CH2:22]1.[OH2:23]>>[CH3:1][C:2]([C:3](=[O:4])[NH:5][NH:6][C:15]([CH3:14])=[O:17])([CH3:7])[CH3:8].